Dataset: the Open Reaction Database (ORD), a public repository of structured organic reaction records. Task: describe an organic reaction: reactants, conditions, products, and yield Starting materials: BrC1=CC=CC=2N=C(OC21)S (7-bromo-benzooxazole-2-thiol), C(=O)([O-])[O-].[K+].[K+] (K2CO3), CI (MeI). Solvent: CN(C)C=O (DMF). Reaction conditions: time 1 hour. The product is BrC1=CC=CC=2N=C(OC21)SC (7-Bromo-2-methylsulfanyl-benzooxazole). RXN SMILES: [Br:1][C:2]1[C:10]2[O:9][C:8]([SH:11])=[N:7][C:6]=2[CH:5]=[CH:4][CH:3]=1.[C:12]([O-])([O-])=O.[K+].[K+].CI>CN(C=O)C>[Br:1][C:2]1[C:10]2[O:9][C:8]([S:11][CH3:12])=[N:7][C:6]=2[CH:5]=[CH:4][CH:3]=1 |f:1.2.3|. Reported procedure: A mixture of 6 g (26.1 mmol) 7-bromo-benzooxazole-2-thiol, 7.28 g (52.2 mmol) K2CO3, 4.1 g (28.7 mmol) MeI in 80 ml DMF is stirred at room temperature for 1 h. The reaction mixture is then poured on water and extracted 2× with EtOAc. The combined organic layers are washed with water and saturated NaCl solution, dried over MgSO4, filtered and the filtrate is concentrated in vacuo to afford the title compound. Starting materials: C(C)(=O)O[BH-](OC(C)=O)OC(C)=O (triacetoxyborohydride), C(C)N1N=CC=2C1=NC(=C(C2NC2CCOCC2)CNC(=O)C2=NC(=CC=C2)C(=O)NCC=2C=C(C=CC2)C2=CC(=CC=C2)C=O)CC (N-{[1,6-Diethyl-4-(tetrahydro-2H-pyran-4-ylamino)-1H-pyrazolo[3,4-b]pyridin-5-yl]methyl}-N′-[(3′-formyl-3-biphenylyl)methyl]-2,6-pyridinedicarboxamide), C[C@H]1N[C@H](CNC1)C ((2R,6S)-2,6-dimethylpiperazine), C(C)(=O)O (acetic acid), VX-2500. Run in CS(=O)C (DMSO). Reaction conditions: time 8 hour. Yields the product C(C)N1N=CC=2C1=NC(=C(C2NC2CCOCC2)CNC(=O)C2=NC(=CC=C2)C(=O)NCC=2C=C(C=CC2)C2=CC(=CC=C2)CN2C[C@H](N[C@H](C2)C)C)CC (N-{[1,6-Diethyl-4-(tetrahydro-2H-pyran-4-ylamino)-1H-pyrazolo[3,4-b]pyridin-5-yl]methyl}-N′-[(3′-{[(3R,5S)-3,5-dimethyl-1-piperazinyl]methyl}-3-biphenylyl)methyl]-2,6-pyridinedicarboxamide). Yield: 24.5%. RXN SMILES: [CH2:1]([N:3]1[C:7]2=[N:8][C:9]([CH2:47][CH3:48])=[C:10]([CH2:19][NH:20][C:21]([C:23]3[CH:28]=[CH:27][CH:26]=[C:25]([C:29]([NH:31][CH2:32][C:33]4[CH:34]=[C:35]([C:39]5[CH:44]=[CH:43][CH:42]=[C:41]([CH:45]=O)[CH:40]=5)[CH:36]=[CH:37][CH:38]=4)=[O:30])[N:24]=3)=[O:22])[C:11]([NH:12][CH:13]3[CH2:18][CH2:17][O:16][CH2:15][CH2:14]3)=[C:6]2[CH:5]=[N:4]1)[CH3:2].[CH3:49][C@@H:50]1[CH2:55][NH:54][CH2:53][C@H:52]([CH3:56])[NH:51]1.C(O)(=O)C.C(O[BH-](OC(=O)C)OC(=O)C)(=O)C>CS(C)=O>[CH2:1]([N:3]1[C:7]2=[N:8][C:9]([CH2:47][CH3:48])=[C:10]([CH2:19][NH:20][C:21]([C:23]3[CH:28]=[CH:27][CH:26]=[C:25]([C:29]([NH:31][CH2:32][C:33]4[CH:34]=[C:35]([C:39]5[CH:44]=[CH:43][CH:42]=[C:41]([CH2:45][N:54]6[CH2:53][C@H:52]([CH3:56])[NH:51][C@H:50]([CH3:49])[CH2:55]6)[CH:40]=5)[CH:36]=[CH:37][CH:38]=4)=[O:30])[N:24]=3)=[O:22])[C:11]([NH:12][CH:13]3[CH2:14][CH2:15][O:16][CH2:17][CH2:18]3)=[C:6]2[CH:5]=[N:4]1)[CH3:2]. Procedure details: N-{[1,6-Diethyl-4-(tetrahydro-2H-pyran-4-ylamino)-1H-pyrazolo[3,4-b]pyridin-5-yl]methyl}-N′-[(3′-formyl-3-biphenylyl)methyl]-2,6-pyridinedicarboxamide (40 mg, 0.062 mmol), (2R,6S)-2,6-dimethylpiperazine (70.73 mg, 0.619 mmol, 10 eq) and acetic acid (3.55 μL, 0.062 mmol, 1 eq) were dissolved in DMSO (1.5 mL). The mixture was stirred in a VX-2500 Multi-Tube Vortexer overnight at room temperature. MP-triacetoxyborohydride (195 mg, 0.482 mmol, 7.78 eq) was then added and the mixture was stirred agai...